From a dataset of the Open Reaction Database (ORD), a public repository of structured organic reaction records. describe an organic reaction: reactants, conditions, products, and yield Reactants: ClC1=C(C=CC=C1[N+](=O)[O-])[N+](=O)[O-] (1-chloro-2,6-dinitrobenzene), Cl.NC1=C(C=C(O)C=C1)O (4-aminoresorcinol hydrochloride), mixture, O1CCCC1 (tetrahydrofuran), C(C)(C)N(C(C)C)CC (N,N-diisopropylethylamine). The solvent is CN(C=O)C (dimethylformamide). Reaction conditions: time 24 hour. Yields the product [N+](=O)([O-])C1=C(C(=CC=C1)[N+](=O)[O-])NC1=C(C=C(O)C=C1)O (4-((2,6-dinitrophenyl)amino) resorcinol). The yield is 79.6%. As a reaction SMILES: Cl[C:2]1[C:7]([N+:8]([O-:10])=[O:9])=[CH:6][CH:5]=[CH:4][C:3]=1[N+:11]([O-:13])=[O:12].Cl.[NH2:15][C:16]1[CH:22]=[CH:21][C:19]([OH:20])=[CH:18][C:17]=1[OH:23].O1CCCC1.C(N(CC)C(C)C)(C)C>CN(C)C=O>[N+:11]([C:3]1[CH:4]=[CH:5][CH:6]=[C:7]([N+:8]([O-:10])=[O:9])[C:2]=1[NH:15][C:16]1[CH:22]=[CH:21][C:19]([OH:20])=[CH:18][C:17]=1[OH:23])([O-:13])=[O:12] |f:1.2|. Reported procedure: 6 g (30 mmol) of 1-chloro-2,6-dinitrobenzene and 4.8 g (30 mmol) of 4-aminoresorcinol hydrochloride were added to 300 ml of a mixture of tetrahydrofuran with dimethylformamide (1:1). After adding 7.8 g (60 mmol) of N,N-diisopropylethylamine thereto, the obtained mixture was stirred at room temperature for 24 hours. Then the solvent was distilled off under reduced pressure and the residue was dissolved in ethyl acetate and washed with a saturated aqueous solution of sodium chloride. Then it was d...